The task is: describe an organic reaction: reactants, conditions, products, and yield. This data is from the Open Reaction Database (ORD), a public repository of structured organic reaction records. Starting materials: COC1=CC=C(CN2CCC(CC2)CO)C=C1 ((1-(4-methoxybenzyl)piperidin-4-yl)methanol), NC1=C(C#N)C(=CC=C1)F (2-amino-6-fluorobenzonitrile). The product is NC1=C(C#N)C(=CC=C1)OCC1CCN(CC1)CC1=CC=C(C=C1)OC (2-amino-6-((1-(4-methoxybenzyl)piperidin-4-yl)methoxy)benzonitrile). As a reaction SMILES: [CH3:1][O:2][C:3]1[CH:17]=[CH:16][C:6]([CH2:7][N:8]2[CH2:13][CH2:12][CH:11]([CH2:14][OH:15])[CH2:10][CH2:9]2)=[CH:5][CH:4]=1.[NH2:18][C:19]1[CH:26]=[CH:25][CH:24]=[C:23](F)[C:20]=1[C:21]#[N:22]>>[NH2:18][C:19]1[CH:26]=[CH:25][CH:24]=[C:23]([O:15][CH2:14][CH:11]2[CH2:12][CH2:13][N:8]([CH2:7][C:6]3[CH:5]=[CH:4][C:3]([O:2][CH3:1])=[CH:17][CH:16]=3)[CH2:9][CH2:10]2)[C:20]=1[C:21]#[N:22]. Reported procedure: Prepared as in Example 22b from (1-(4-methoxybenzyl)piperidin-4-yl)methanol (Example 125c) and 2-amino-6-fluorobenzonitrile as an orange solid (19%). MS 352 (MH+). The reactants are [Si](C)(C)(C(C)(C)C)OC=1C2=C(C=3CNC(C3C1)=O)O[C@]13[C@](C2)([C@H](CC[C@H]1C([C@@H]1[C@H](C3)O1)(C)C)C)C ((6aR,7S,9aS,11R,12S,13aS)-5-(t-butyldimethylsilyloxy)-11,12-epoxy-2,3,6,6a,7,8,9,9a,10,11,12,13-dodecahydro-6a,7,10,10-tetramethyl-3-oxo-1H-benzo[8,8a] [1]benzopyrano[2,3-e]isoindole), [F-].C(CCC)[N+](CCCC)(CCCC)CCCC (tetrabutylammonium fluoride), O (water). Run in C1CCOC1 (THF). Reaction conditions: time 2 hour. The product is O1[C@H]2[C@@H]1C[C@]13[C@](CC4=C(C=5CNC(C5C=C4O)=O)O1)([C@H](CC[C@H]3C2(C)C)C)C ((6aR,7S,9aS,11R,12S,13aS)-11,12-epoxy-2,3,6,6a,7,8,9,9a,10,11,12,13-dodecahydro-5-hydroxy-6a,7,10,10-tetramethyl-3-oxo-1H-benzo[8,8a][1]benzopyrano[2,3-e]isoindole). Yield: 74.5%. As a reaction SMILES: [Si]([O:8][C:9]1[C:10]2[CH2:22][C@:21]3([CH3:35])[C@@H:23]([CH3:34])[CH2:24][CH2:25][C@H:26]4[C:27]([CH3:33])([CH3:32])[C@H:28]5[O:31][C@H:29]5[CH2:30][C@@:20]34[O:19][C:11]=2[C:12]2[CH2:13][NH:14][C:15](=[O:18])[C:16]=2[CH:17]=1)(C(C)(C)C)(C)C.[F-].C([N+](CCCC)(CCCC)CCCC)CCC.O>C1COCC1>[O:31]1[C@H:29]2[CH2:30][C@:20]34[C@H:26]([C:27]([CH3:33])([CH3:32])[C@@H:28]12)[CH2:25][CH2:24][C@H:23]([CH3:34])[C@@:21]3([CH3:35])[CH2:22][C:10]1[C:9]([OH:8])=[CH:17][C:16]2[C:15](=[O:18])[NH:14][CH2:13][C:12]=2[C:11]=1[O:19]4 |f:1.2|. Reported procedure: To a solution of the above Compound (43b) (28 mg, 0.056 mmol) in 2.0 ml of THF was added dropwise 75 μl (0.075 mmol) of 1M tetrabutylammonium fluoride under ice-cooling, and the mixture stirred for 2 hours at the same temperature. After addition of water, the reaction mixture was extracted with ethyl acetate. The extract was washed sequentially with 1N HCl, water, an aqueous saturated sodium hydrogen carbonate solution, and water, dried over anhydrous magnesium sulfate, and concentrated under re...